This data is from the Open Reaction Database (ORD), a public repository of structured organic reaction records. The task is: describe an organic reaction: reactants, conditions, products, and yield Starting materials: [11CH3]NC(=O)C(CCN1CCC(CC1)(C2=CC=C(C=C2)Cl)O)(C3=CC=CC=C3)C4=CC=CC=C4 ([11C]dLop), [OH-].[K+] (KOH). Solvent: CC(C)(C)O (t-BuOH). Product: ClC1=CC=C(C=C1)C1(CCN(CC1)CCC(C(=O)N)(C1=CC=CC=C1)C1=CC=CC=C1)O (4-(4-(4-chlorophenyl)-4-hydroxypiperidin-1-yl)-2,2-diphenylbutanamide). The yield is 37.0%. As a reaction SMILES: [11CH3][NH:2][C:3]([C:5]([C:28]1[CH:33]=[CH:32][CH:31]=[CH:30][CH:29]=1)([C:22]1[CH:27]=[CH:26][CH:25]=[CH:24][CH:23]=1)[CH2:6][CH2:7][N:8]1[CH2:13][CH2:12][C:11]([OH:21])([C:14]2[CH:19]=[CH:18][C:17]([Cl:20])=[CH:16][CH:15]=2)[CH2:10][CH2:9]1)=[O:4].[OH-].[K+]>CC(O)(C)C>[Cl:20][C:17]1[CH:16]=[CH:15][C:14]([C:11]2([OH:21])[CH2:10][CH2:9][N:8]([CH2:7][CH2:6][C:5]([C:28]3[CH:29]=[CH:30][CH:31]=[CH:32][CH:33]=3)([C:22]3[CH:23]=[CH:24][CH:25]=[CH:26][CH:27]=3)[C:3]([NH2:2])=[O:4])[CH2:13][CH2:12]2)=[CH:19][CH:18]=1 |f:1.2|. Procedure details: Slow hydrolysis of the alkylation product (compound 1) with KOH in t-BuOH at 100° C. for 2-3 days gave the required precursor (4-(4-(4-chlorophenyl)-4-hydroxypiperidin-1-yl)-2,2-diphenylbutanamide; compound 2 in the scheme above) in about 37% yield. Intermediate nitrile and amide precursor were characterized by spectroscopic techniques including 1H and 13C NMR, and LC-MS. The solvent is C1CCOC1 (THF), C1CCOC1 (THF). Procedure details: To a stirred solution of ethyl 2-methylnicotinate (1.50 g, 9.09 mmol) in THF (65 mL) at 0° C. was added LAH (9.1 mL of a 1.0 M solution in THF; 9.1 mmol). The mixture was stirred at ambient temperature for 18 h and then quenched by the sequential addition of ethyl acetate (0.1 mL), water (0.1 mL), 15% aqueous NaOH (0.1 mL) and water (0.28 mL). The solids were removed by filtration through celite and the filtrate solvents were removed under reduced pressure. 3-Hydroxymethyl-2-methylpyridine was o... Run at time 18 hour. Reaction SMILES: [CH3:1][C:2]1[N:12]=[CH:11][CH:10]=[CH:9][C:3]=1[C:4](OCC)=[O:5].[H-].[H-].[H-].[H-].[Li+].[Al+3]>C1COCC1>[OH:5][CH2:4][C:3]1[C:2]([CH3:1])=[N:12][CH:11]=[CH:10][CH:9]=1 |f:1.2.3.4.5.6|. The product is OCC=1C(=NC=CC1)C (3-Hydroxymethyl-2-methylpyridine). Reactants: CC1=C(C(=O)OCC)C=CC=N1 (ethyl 2-methylnicotinate), [H-].[H-].[H-].[H-].[Li+].[Al+3] (LAH), solution. The reactants are CN(C)C=O, N#CC(C#N)Cc1ccc(C(F)(F)F)cc1, [H-], FC(F)(F)C(F)(F)CCI, [Na+]. The product is N#CC(C#N)(CCC(F)(F)C(F)(F)F)Cc1ccc(C(F)(F)F)cc1. As a reaction SMILES: [CH3:29][N:30]([CH3:31])[CH:32]=[O:33].[F:1][C:2]([c:3]1[cH:4][cH:5][c:6]([CH2:7][CH:8]([C:9]#[N:10])[C:11]#[N:12])[cH:13][cH:14]1)([F:15])[F:16].[H-:17].[I:19][CH2:20][CH2:21][C:22]([C:23]([F:24])([F:25])[F:26])([F:27])[F:28].[Na+:18]>>[F:1][C:2]([c:3]1[cH:4][cH:5][c:6]([CH2:7][C:8]([C:9]#[N:10])([C:11]#[N:12])[CH2:20][CH2:21][C:22]([C:23]([F:24])([F:25])[F:26])([F:27])[F:28])[cH:13][cH:14]1)([F:15])[F:16]. Starting materials: CON(C(=O)C=1N=CN(C1)C1=CC(=CC=C1)C=1C(=NC(=NC1)OC)OC)C (1-[3-(2,4-Dimethoxy-pyrimidin-5-yl)-phenyl]-1H-imidazole-4-carboxylic acid methoxy-methyl-amide), BrC1=CC=C(C=C1)F (1-bromo-4-fluorobenzene). Yields the product COC1=NC=C(C(=N1)OC)C=1C=C(C=CC1)N1C=NC(=C1)C(=O)C1=CC=C(C=C1)F ({1-[3-(2,4-Dimethoxy-pyrimidin-5-yl)-phenyl]-1H-imidazol-4-yl}-(4-fluoro-phenyl)-methanone). RXN SMILES: CON(C)[C:4]([C:6]1[N:7]=[CH:8][N:9]([C:11]2[CH:16]=[CH:15][CH:14]=[C:13]([C:17]3[C:18]([O:25][CH3:26])=[N:19][C:20]([O:23][CH3:24])=[N:21][CH:22]=3)[CH:12]=2)[CH:10]=1)=[O:5].Br[C:29]1[CH:34]=[CH:33][C:32]([F:35])=[CH:31][CH:30]=1>>[CH3:24][O:23][C:20]1[N:19]=[C:18]([O:25][CH3:26])[C:17]([C:13]2[CH:12]=[C:11]([N:9]3[CH:10]=[C:6]([C:4]([C:29]4[CH:34]=[CH:33][C:32]([F:35])=[CH:31][CH:30]=4)=[O:5])[N:7]=[CH:8]3)[CH:16]=[CH:15][CH:14]=2)=[CH:22][N:21]=1. Procedure: This compound is prepared by method C using compound 12m and 1-bromo-4-fluorobenzene